Dataset: the Open Reaction Database (ORD), a public repository of structured organic reaction records. Task: describe an organic reaction: reactants, conditions, products, and yield Reactants: CN(C)C=O, CN(C)c1ccccc1, [Cl-], O, O, O. Product: CN(C=O)c1ccccc1. RXN SMILES: [CH3:14][N:15]([CH3:16])[CH:17]=[O:18].[CH3:1][N:2]([c:3]1[cH:4][cH:5][cH:6][cH:7][cH:8]1)[CH3:9].[Cl-:12].[O:13].[OH2:10].[OH2:11]>>[CH3:1][N:2]([c:3]1[cH:4][cH:5][cH:6][cH:7][cH:8]1)[CH:9]=[O:10]. The reactants are O=Cc1cccc(Br)c1, CO, [Na+], CC(=O)c1ccc(OC2CCCCO2)cc1, [OH-]. The product is O=C(C=Cc1cccc(Br)c1)c1ccc(OC2CCCCO2)cc1. As a reaction SMILES: [Br:17][c:18]1[cH:19][c:20]([CH:21]=[O:22])[cH:23][cH:24][cH:25]1.[CH3:28][OH:29].[Na+:27].[O:1]1[CH:2]([O:7][c:8]2[cH:9][cH:10][c:11]([C:14]([CH3:15])=[O:16])[cH:12][cH:13]2)[CH2:3][CH2:4][CH2:5][CH2:6]1.[OH-:26]>>[O:1]1[CH:2]([O:7][c:8]2[cH:9][cH:10][c:11]([C:14]([CH:15]=[CH:21][c:20]3[cH:19][c:18]([Br:17])[cH:25][cH:24][cH:23]3)=[O:16])[cH:12][cH:13]2)[CH2:3][CH2:4][CH2:5][CH2:6]1. The reactants are CO (methanol), C[O-].[Na+] (sodium methoxide), CC(C)=CCC\C(\C)=C\CO (geraniol), COC(CN(CC(=O)OC)CCCCCCCCCCCC)=O (N-dodecyl-N-(2-methoxy-2-oxoethyl)glycine methyl ester). Run in C1(=CC=CC=C1)C (toluene). Reaction conditions: time 1 hour. The product is C(\C=C(/C)\CCC=C(C)C)OC(CN(CC(=O)OC\C=C(/C)\CCC=C(C)C)CCCCCCCCCCCC)=O (N-dodecyl-N-(2-geranyloxy-2-oxoethyl)glycine geranyl ester). Reaction SMILES: [CH3:1][O:2][C:3](=[O:23])[CH2:4][N:5]([CH2:11][CH2:12][CH2:13][CH2:14][CH2:15][CH2:16][CH2:17][CH2:18][CH2:19][CH2:20][CH2:21][CH3:22])[CH2:6][C:7]([O:9][CH3:10])=[O:8].C[O-].[Na+].[CH3:27][C:28](=[CH:30][CH2:31][CH2:32]/[C:33](=[CH:35]/CO)/[CH3:34])[CH3:29].CO>C1(C)C=CC=CC=1>[CH2:10]([O:9][C:7](=[O:8])[CH2:6][N:5]([CH2:11][CH2:12][CH2:13][CH2:14][CH2:15][CH2:16][CH2:17][CH2:18][CH2:19][CH2:20][CH2:21][CH3:22])[CH2:4][C:3]([O:2][CH2:1]/[CH:35]=[C:33](/[CH2:32][CH2:31][CH:30]=[C:28]([CH3:27])[CH3:29])\[CH3:34])=[O:23])/[CH:27]=[C:28](/[CH2:30][CH2:31][CH:32]=[C:33]([CH3:35])[CH3:34])\[CH3:29] |f:1.2|. Procedure details: To a mixture of N-dodecyl-N-(2-methoxy-2-oxoethyl)glycine methyl ester (6.59 g, 20 mmol, 1 eq) in toluene (80 ml) under argon was slowly added some sodium methoxide (0.27 g, 0.005 mol, 2*0.125 eq) and geraniol (7.3 ml, 42 mmol, 2*1.05 eq). The mixture was heated under vacuum (10 mm Hg) and the methanol produced by the transesterification reaction was distilled with toluene over two hours after which the reaction appeared completed by 1H NMR. Any remaining toluene was evaporated under vacuum. Die... Reactants: C([O-])([O-])=O.[Li+].[Li+] (lithium carbonate), C1(CC1)[C@]1([C@@H](NCC1)C(C)C)O ((2S,3R)-3-cyclopropyl-2-isopropylpyrrolidin-3-ol), ClC1=C(C#N)C=CC(=C1)F (2-chloro-4-fluorobenzonitrile). Product: ClC1=C(C#N)C=CC(=C1)N1[C@H]([C@](CC1)(O)C1CC1)C(C)C (2-chloro-4-[(2S,3R)-3-cyclopropyl-3-hydroxy-2-isopropylpyrrolidin-1-yl]benzonitrile), solid. Yield: 43.0%. RXN SMILES: [CH:1]1([C@:4]2([OH:12])[CH2:8][CH2:7][NH:6][C@H:5]2[CH:9]([CH3:11])[CH3:10])[CH2:3][CH2:2]1.[Cl:13][C:14]1[CH:21]=[C:20](F)[CH:19]=[CH:18][C:15]=1[C:16]#[N:17].C(=O)([O-])[O-].[Li+].[Li+]>>[Cl:13][C:14]1[CH:21]=[C:20]([N:6]2[CH2:7][CH2:8][C@:4]([CH:1]3[CH2:3][CH2:2]3)([OH:12])[C@@H:5]2[CH:9]([CH3:10])[CH3:11])[CH:19]=[CH:18][C:15]=1[C:16]#[N:17] |f:2.3.4|. Procedure details: By an operation in the same manner as in Example 1 and using (2S,3R)-3-cyclopropyl-2-isopropylpyrrolidin-3-ol 0.5 oxalate (215 mg), 2-chloro-4-fluorobenzonitrile (156 mg) and lithium carbonate (163 mg), the title compound was obtained as a pale-brown solid (yield: 130 mg, yield: 43%). Starting materials: 2-R-5-(thiazol-2-ylamino)phenol, BrC=1SC=CN1 (2-bromothiazole), NC=1C=CC(=C(C1)O)CC (5-amino-2-ethylphenol), Cl (HCl). Solvent: CCO (EtOH). Run at temperature 90 celsius, time 24 hour. Product: C(C)C1=C(C=C(C=C1)NC=1SC=CN1)O (2-Ethyl-5-(thiazol-2-ylamino)phenol). The yield is 69.0%. Reaction SMILES: Br[C:2]1[S:3][CH:4]=[CH:5][N:6]=1.[NH2:7][C:8]1[CH:9]=[CH:10][C:11]([CH2:15][CH3:16])=[C:12]([OH:14])[CH:13]=1.Cl>CCO>[CH2:15]([C:11]1[CH:10]=[CH:9][C:8]([NH:7][C:2]2[S:3][CH:4]=[CH:5][N:6]=2)=[CH:13][C:12]=1[OH:14])[CH3:16]. Reported procedure: Following the general procedure for the synthesis of 2-R-5-(thiazol-2-ylamino)phenol, 2-bromothiazole (0.35 mL, 3.86 mmol), 5-amino-2-ethylphenol (265 mg, 1.93 mmol) and 37% HCl solution (0.32 mL, 3.86 mmol) in 10% aqueous EtOH solution (10 mL) was stirred at 90° C. for 24 h. The title compound was obtained after purification by flash chromatography on silica gel (hexane:EtOAc 6/4) in 69% yield (292 mg). Reactants: CN(C)C=O (DMF), P(=O)([O-])([O-])[O-].[K+].[K+].[K+] (tripotassium phosphate), C(C1=CC=CC=C1)B1C2CCCC1CCC2 (B-benzyl-9-borabicyclo[3.3.1]nonane), ClC1=NC=CC(=C1)C(=O)OC (methyl 2-chloro-pyridine-4-carboxylate). Reagents/catalysts: C(C)(=O)[O-].[Pd+2].C(C)(=O)[O-] (palladium(II) acetate), C1(CCCCC1)P(C1=C(C=CC=C1)C1=C(C=CC=C1OC)OC)C1CCCCC1 (2-dicyclohexylphosphino-2′,6′-dimethoxy-biphenyl). Solvent: CC(OCC)=O (EA). Run at temperature 60 celsius. Product: C(C1=CC=CC=C1)C1=NC=CC(=C1)C(=O)OC (Methyl 2-benzyl-pyridine-4-carboxylate). Yield: 84.1%. Reaction SMILES: CN(C=O)C.P([O-])([O-])([O-])=O.[K+].[K+].[K+].Cl[C:15]1[CH:20]=[C:19]([C:21]([O:23][CH3:24])=[O:22])[CH:18]=[CH:17][N:16]=1.[CH2:25](B1C2CCCC1CCC2)[C:26]1[CH:31]=[CH:30][CH:29]=[CH:28][CH:27]=1>C([O-])(=O)C.[Pd+2].C([O-])(=O)C.C1(P(C2CCCCC2)C2C=CC=CC=2C2C(OC)=CC=CC=2OC)CCCCC1.CC(=O)OCC>[CH2:25]([C:15]1[CH:20]=[C:19]([C:21]([O:23][CH3:24])=[O:22])[CH:18]=[CH:17][N:16]=1)[C:26]1[CH:31]=[CH:30][CH:29]=[CH:28][CH:27]=1 |f:1.2.3.4,7.8.9|. Reported procedure: To 35 ml of anhydrous DMF under argon in a sealed tube were added tripotassium phosphate (9.28 g, 43.71 mmol), 2-dicyclohexylphosphino-2′,6′-dimethoxy-biphenyl (SPhos, 0.239 g, 0.58 mmol), palladium(II) acetate (0.065 g, 0.29 mmol) and then methyl 2-chloro-pyridine-4-carboxylate (2.50 g, 14.57 mmol) and B-benzyl-9-borabicyclo[3.3.1]nonane (6.80 g, 32.05 mmol). The mixture was heated overnight at 60° C. After cooling to room temperature, the mixture was diluted into 200 ml of EA, the solution was...